This data is from the Open Reaction Database (ORD), a public repository of structured organic reaction records. The task is: describe an organic reaction: reactants, conditions, products, and yield The reactants are COCCC=1N(C2=C(C=NC=3C=CC=CC23)N1)CCOCCN(C(OC(C)(C)C)=O)C (tert-butyl 2-{2-[2-(2-methoxyethyl)-1H-imidazo[4,5-c]quinolin-1-yl]ethoxy}ethyl(methyl)carbamate), C1=CC(=CC(=C1)Cl)C(=O)OO (MCPBA), C(=O)(O)[O-].[Na+] (NaHCO3). Solvent: C(Cl)Cl (CH2Cl2). Run at time 6 hour. Yields the product COCCC=1N(C2=C(C=[N+](C=3C=CC=CC23)[O-])N1)CCOCCN(C(OC(C)(C)C)=O)C (tert-butyl 2-{2-[2-(2-methoxyethyl)-5-oxido-1H-imidazo[4,5-c]quinolin-1-yl]ethoxy}ethyl(methyl)carbamate). The yield is 94.4%. RXN SMILES: [CH3:1][O:2][CH2:3][CH2:4][C:5]1[N:6]([CH2:18][CH2:19][O:20][CH2:21][CH2:22][N:23]([CH3:31])[C:24](=[O:30])[O:25][C:26]([CH3:29])([CH3:28])[CH3:27])[C:7]2[C:16]3[CH:15]=[CH:14][CH:13]=[CH:12][C:11]=3[N:10]=[CH:9][C:8]=2[N:17]=1.C1C=C(Cl)C=C(C(OO)=[O:40])C=1.C([O-])(O)=O.[Na+]>C(Cl)Cl>[CH3:1][O:2][CH2:3][CH2:4][C:5]1[N:6]([CH2:18][CH2:19][O:20][CH2:21][CH2:22][N:23]([CH3:31])[C:24](=[O:30])[O:25][C:26]([CH3:27])([CH3:28])[CH3:29])[C:7]2[C:16]3[CH:15]=[CH:14][CH:13]=[CH:12][C:11]=3[N+:10]([O-:40])=[CH:9][C:8]=2[N:17]=1 |f:2.3|. Procedure: A solution of tert-butyl 2-{2-[2-(2-methoxyethyl)-1H-imidazo[4,5-c]quinolin-1-yl]ethoxy}ethyl(methyl)carbamate (7.20 g, 16.8 mmol) in 200 mL of CH2Cl2 was treated with MCPBA (77%, 4.32 g, 19.3 mmol). After stirring 6 h, the reaction mixture was treated with saturated NaHCO3 solution and the layers were separated. The organic portion was washed with H2O and brine then dried over Na2SO4 and concentrated to give 7.05 g of tert-butyl 2-{2-[2-(2-methoxyethyl)-5-oxido-1H-imidazo[4,5-c]quinolin-1-yl]et... The product is BrC1=C(C=CC(=C1)[N+](=O)[O-])N1C(NCCC1)=O (1-(2-Bromo-4-nitrophenyl)tetrahydropyrimidin-2(1H)-one). Reactants: N1C(NCCC1)=O (tetrahydropyrimidinone), [Cl-].[Na+] (sodium chloride), CC(C)([O-])C.[K+] (potassium tert-butoxide), BrC1=C(C=CC(=C1)[N+](=O)[O-])F (2-bromo-1-fluoro-4-nitrobenzene). Reaction conditions: time 30 minute. The solvent is CS(=O)C (DMSO), O (water). Procedure: 910 mg (9.09 mmol) of tetrahydropyrimidinone in 39 ml of DMSO are admixed at RT with 1.53 g (13.6 mmol) of potassium tert-butoxide, and the mixture is stirred at room temperature for 30 min. 2.00 g (9.09 mmol) of 2-bromo-1-fluoro-4-nitrobenzene are added and the mixture is stirred at 60° C. After 18 h, it is cooled and added to 600 ml of water and 160 ml of saturated aqueous sodium chloride solution. It is extracted three times with 300 ml each time of ethyl acetate, and the combined organic pha... As a reaction SMILES: [NH:1]1[CH2:6][CH2:5][CH2:4][NH:3][C:2]1=[O:7].CC(C)([O-])C.[K+].[Br:14][C:15]1[CH:20]=[C:19]([N+:21]([O-:23])=[O:22])[CH:18]=[CH:17][C:16]=1F.[Cl-].[Na+]>CS(C)=O.O>[Br:14][C:15]1[CH:20]=[C:19]([N+:21]([O-:23])=[O:22])[CH:18]=[CH:17][C:16]=1[N:1]1[CH2:6][CH2:5][CH2:4][NH:3][C:2]1=[O:7] |f:1.2,4.5|. Reagents/catalysts: [Fe] (iron). The product is NC=1C(=C2C(=NC1)N(C=C2)S(=O)(=O)C2=CC=CC=C2)NC2CCC1CC(N(C1C2)CC2=C(C=C(C=C2)OC)OC)=O (6-(5-amino-1-benzenesulfonyl-1H-pyrrolo[2,3-b]pyridin-4-ylamino)-1-(2,4-dimethoxy-benzyl)-octahydro-indol-2-one). Procedure: To a solution of 6-(1-Benzenesulfonyl-5-nitro-1H-pyrrolo[2,3-b]pyridin-4-ylamino)-1-(2,4-dimethoxy-benzyl)-octahydro-indol-2-one (prepared as in Example 111) (152.3 mg, 0.2515 mmol) in ethanol (3 mL) was added ammonium chloride (59.0 mg, 1.10 mmol), iron powder (70.4 mg, 1.26 mmol), and water (5 mL). The reaction mixture was stirred at 70° C. for 1.5 hours. After cooling to room temperature, the reaction mixture was filtered through celite to remove iron and inorganic solids, rinsing with ethano... The solvent is C(C)O (ethanol). Conditions: temperature 70 celsius, time 1.5 hour. RXN SMILES: [C:1]1([S:7]([N:10]2[C:14]3=[N:15][CH:16]=[C:17]([N+:41]([O-])=O)[C:18]([NH:19][CH:20]4[CH2:28][CH:27]5[CH:23]([CH2:24][C:25](=[O:40])[N:26]5[CH2:29][C:30]5[CH:35]=[CH:34][C:33]([O:36][CH3:37])=[CH:32][C:31]=5[O:38][CH3:39])[CH2:22][CH2:21]4)=[C:13]3[CH:12]=[CH:11]2)(=[O:9])=[O:8])[CH:6]=[CH:5][CH:4]=[CH:3][CH:2]=1.[Cl-].[NH4+].O>C(O)C.[Fe]>[NH2:41][C:17]1[C:18]([NH:19][CH:20]2[CH2:28][CH:27]3[CH:23]([CH2:24][C:25](=[O:40])[N:26]3[CH2:29][C:30]3[CH:35]=[CH:34][C:33]([O:36][CH3:37])=[CH:32][C:31]=3[O:38][CH3:39])[CH2:22][CH2:21]2)=[C:13]2[CH:12]=[CH:11][N:10]([S:7]([C:1]3[CH:6]=[CH:5][CH:4]=[CH:3][CH:2]=3)(=[O:8])=[O:9])[C:14]2=[N:15][CH:16]=1 |f:1.2|. Starting materials: C1(=CC=CC=C1)S(=O)(=O)N1C=CC=2C1=NC=C(C2NC2CCC1CC(N(C1C2)CC2=C(C=C(C=C2)OC)OC)=O)[N+](=O)[O-] (6-(1-Benzenesulfonyl-5-nitro-1H-pyrrolo[2,3-b]pyridin-4-ylamino)-1-(2,4-dimethoxy-benzyl)-octahydro-indol-2-one), [Cl-].[NH4+] (ammonium chloride), O (water). The yield is 92.9%. The reactants are [Li+].[C-]#CC1=CC=CC=C1 (lithium phenylacetylide), O(C(C)C)B(OC(C)C)OC(C)C (triisopropoxylborane), BrC1=CC=C(C=C1)C (1-bromo-4-methylbenzene). Reagents/catalysts: C=1C=CC(=CC1)[P](C=2C=CC=CC2)(C=3C=CC=CC3)[Pd]([P](C=4C=CC=CC4)(C=5C=CC=CC5)C=6C=CC=CC6)([P](C=7C=CC=CC7)(C=8C=CC=CC8)C=9C=CC=CC9)[P](C=1C=CC=CC1)(C=1C=CC=CC1)C=1C=CC=CC1 (Pd(PPh3)4). Solvent: COCCOC (DME), COCCOC.C1CCOC1 (DME THF). Conditions: temperature -78 celsius, time 1.5 hour. Product: C1(=CC=C(C=C1)C#CC1=CC=CC=C1)C (1-(2-p-Tolylethynyl)benzene). As a reaction SMILES: [Li+].[C-:2]#[C:3][C:4]1[CH:9]=[CH:8][CH:7]=[CH:6][CH:5]=1.O(B(OC(C)C)OC(C)C)[CH:11](C)C.Br[C:24]1[CH:29]=[CH:28][C:27](C)=[CH:26][CH:25]=1>COCCOC.COCCOC.C1COCC1.C1C=CC([P]([Pd]([P](C2C=CC=CC=2)(C2C=CC=CC=2)C2C=CC=CC=2)([P](C2C=CC=CC=2)(C2C=CC=CC=2)C2C=CC=CC=2)[P](C2C=CC=CC=2)(C2C=CC=CC=2)C2C=CC=CC=2)(C2C=CC=CC=2)C2C=CC=CC=2)=CC=1>[C:7]1([CH3:11])[CH:8]=[CH:9][C:4]([C:3]#[C:2][C:24]2[CH:29]=[CH:28][CH:27]=[CH:26][CH:25]=2)=[CH:5][CH:6]=1 |f:0.1,5.6,^1:51,53,72,91|. Reported procedure: General Procedure A. To a solution of lithium phenylacetylide (15.2 ml, 15.2 mmol) in DME (20 ml) under Argon at −78° C. was added triisopropoxylborane (3.5 ml, 15.2 mmol). The mixture was stirred at −78° C. for 1.5 hours. A solution of 1-bromo-4-methylbenzene (2 g, 11.7 mmol) in DME/THF (10 ml/10 ml) was degassed with dry argon, Pd(PPh3)4 (405 mg, 0.35 mmol) was added and the solution was degassed for another 5 min. Starting materials: Cl (HCl), C1(CC1)C1=NN(C(=C1)C1CC1)C1=C(C=C(C=C1)NC(C1=CN=CC=C1)=O)F (N-[4-(3,5-dicyclopropyl-1H-pyrazol-1-yl)-3-fluorophenyl]nicotinamide), intermediate 28, C(C1=CN=CC=C1)(=O)O (nicotinic acid). Solvent: C(C)OCC (diethyl ether), C1CCOC1 (THF). Run at time 15 minute. The product is Cl.C1(CC1)C1=NN(C(=C1)C1CC1)C1=C(C=C(C=C1)NC(C1=CN=CC=C1)=O)F (N-[4-(3,5-dicyclopropyl-1H-pyrazol-1-yl)-3-fluorophenyl]nicotinamide hydrochloride). Reaction SMILES: [CH:1]1([C:4]2[CH:8]=[C:7]([CH:9]3[CH2:11][CH2:10]3)[N:6]([C:12]3[CH:17]=[CH:16][C:15]([NH:18][C:19](=[O:26])[C:20]4[CH:25]=[CH:24][CH:23]=[N:22][CH:21]=4)=[CH:14][C:13]=3[F:27])[N:5]=2)[CH2:3][CH2:2]1.C(O)(=O)C1C=CC=NC=1.[ClH:37]>C1COCC1.C(OCC)C>[ClH:37].[CH:1]1([C:4]2[CH:8]=[C:7]([CH:9]3[CH2:11][CH2:10]3)[N:6]([C:12]3[CH:17]=[CH:16][C:15]([NH:18][C:19](=[O:26])[C:20]4[CH:25]=[CH:24][CH:23]=[N:22][CH:21]=4)=[CH:14][C:13]=3[F:27])[N:5]=2)[CH2:2][CH2:3]1 |f:5.6|. Reported procedure: Following the general procedure-1, N-[4-(3,5-dicyclopropyl-1H-pyrazol-1-yl)-3-fluorophenyl]nicotinamide (130 mg) was prepared from intermediate 28 (200 mg, 0.78 mmol) and nicotinic acid (153 mg, 1.2 mmol) as an off-white solid and dissolved in THF. Saturated HCl in diethyl ether was added to this solution at 0° C. and stirred for 15 min Solid that separated out was filtered and dried to give the title compound (70 mg) as a white solid. M.P.: 201.2-203.4° C. 1H-NMR (δ ppm, DMSO-d6, 400 MHz): 11.0... Reactants: COC(=O)C(Br)c1ccc(I)cc1, CO, [I-], [K+], O, Oc1ccc(Cl)cc1, c1ccccc1. Yields the product COC(=O)C(Oc1ccc(Cl)cc1)c1ccc(I)cc1. Reaction SMILES: [Br:11][CH:12]([C:13](=[O:14])[O:15][CH3:16])[c:17]1[cH:18][cH:19][c:20]([I:23])[cH:21][cH:22]1.[CH3:25][OH:26].[I-:10].[K+:9].[OH2:24].[OH:1][c:2]1[cH:3][cH:4][c:5]([Cl:6])[cH:7][cH:8]1.[cH:27]1[cH:28][cH:29][cH:30][cH:31][cH:32]1>>[O:1]([c:2]1[cH:3][cH:4][c:5]([Cl:6])[cH:7][cH:8]1)[CH:12]([C:13](=[O:14])[O:15][CH3:16])[c:17]1[cH:18][cH:19][c:20]([I:23])[cH:21][cH:22]1.